This data is from the Open Reaction Database (ORD), a public repository of structured organic reaction records. The task is: describe an organic reaction: reactants, conditions, products, and yield Reaction SMILES: [Br:1][C:2]([C:3](=[O:4])[O:5][CH2:6][CH3:7])([CH3:8])[CH3:9].[CH2:10]1[CH2:11][CH2:12][NH:13][CH2:14]1>>[C:2]([C:3](=[O:4])[O:5][CH2:6][CH3:7])([CH3:8])([CH3:9])[N:13]1[CH2:12][CH2:11][CH2:10][CH2:14]1. The reactants are CCOC(=O)C(C)(C)Br, C1CCNC1. Yields the product CCOC(=O)C(C)(C)N1CCCC1.